From a dataset of the Open Reaction Database (ORD), a public repository of structured organic reaction records. describe an organic reaction: reactants, conditions, products, and yield Reactants: CC1=CC=CC(=C1NCCC)OCCOCCOC (6-methyl-2-[2-(2-methoxyethoxy)ethoxy]-N-2-methylethyl aniline), [OH-].[Na+] (sodium hydroxide), ClCC(=O)Cl (chloroacetyl chloride). Run in C(Cl)Cl (methylene chloride). Conditions: time 10 minute. The product is ClCC(=O)N(C1=C(C=CC=C1C)OCCOCCOC)CCC (2-chloro-N-2-methylethyl-N-[6-methyl-2-(2-(2-methoxyethoxy)ethoxy)phenyl]acetamide). Isolated yield 39.0%. Reaction SMILES: [CH3:1][C:2]1[C:7]([NH:8][CH2:9][CH2:10][CH3:11])=[C:6]([O:12][CH2:13][CH2:14][O:15][CH2:16][CH2:17][O:18][CH3:19])[CH:5]=[CH:4][CH:3]=1.[OH-].[Na+].[Cl:22][CH2:23][C:24](Cl)=[O:25]>C(Cl)Cl>[Cl:22][CH2:23][C:24]([N:8]([CH2:9][CH2:10][CH3:11])[C:7]1[C:2]([CH3:1])=[CH:3][CH:4]=[CH:5][C:6]=1[O:12][CH2:13][CH2:14][O:15][CH2:16][CH2:17][O:18][CH3:19])=[O:25] |f:1.2|. Procedure: A mixture containing a portion of the 6-methyl-2-[2-(2-methoxyethoxy)ethoxy]-N-2-methylethyl aniline (5.34 g; 0.02 mole) and sodium hydroxide (0.88 g; 0.22 mole) in 150 ml. of methylene chloride was cooled to 10° C. To the reaction mixture was added dropwise chloroacetyl chloride (2.5 g; 0.022 mole) and the resulting mixture was stirred for 10 minutes. The layers were separated and the organic methylene chloride layer was washed with water, dried over magnesium sulfate and concentrated in vacuo ... Starting materials: C(F)(F)(F)OC(F)=C(F)F (CF3OCF═CF2), FC(C(C(O)(F)F)(F)F)(C)F (Hexafluorobutanol), C(F)(F)(F)C(F)C(F)(F)CO (CF3CFHCF2CH2OH), C([O-])([O-])=O.[K+].[K+] (potassium carbonate). Solvent: C(C)#N (acetonitrile). Reaction conditions: temperature 45 celsius, time 18 hour. Yields the product C(F)(F)(F)C(F)C(F)(F)COC(F)(F)C(F)OC(F)(F)F (CF3CFHCF2CH2OCF2CFHOCF3). RXN SMILES: FC(F)(C)C(F)(F)C(F)(F)O.[C:12]([CH:16]([C:18]([CH2:21][OH:22])([F:20])[F:19])[F:17])([F:15])([F:14])[F:13].C(=O)([O-])[O-].[K+].[K+].[C:29]([O:33][C:34](=[C:36]([F:38])[F:37])[F:35])([F:32])([F:31])[F:30]>C(#N)C>[C:12]([CH:16]([C:18]([CH2:21][O:22][C:36]([CH:34]([O:33][C:29]([F:32])([F:31])[F:30])[F:35])([F:38])[F:37])([F:20])[F:19])[F:17])([F:15])([F:14])[F:13] |f:2.3.4|. Procedure: Hexafluorobutanol, CF3CFHCF2CH2OH (65.3 g, 0.34 mol), prepared essentially as described in Example 2) was combined with potassium carbonate (9.9 g, 0.072 mol) and 133 g of acetonitrile in a 600 mL Parr reactor. The temperature of the reactor was raised to 45° C. and CF3OCF═CF2 (65.6 g, 0.39 mol) added as a gas over about two hours. The resulting reaction mixture was stirred for about 18 hours at 45° C. The reactor was cooled and the contents of the reactor filtered to remove the potassium carbon... The reactants are C1(=CC=C(C=C1)S(=O)(=O)N1CCN(CCN(CC1)S(=O)(=O)C)S(=O)(=O)C1=CC=C(C=C1)C)C (1,4-bis-(p-toluenesulfonyl)-7-methanesulfonyl-1,4,7-triazacyclononane), Br (hydrobromic acid). The solvent is C(C)(=O)O (acetic acid). Yields the product CS(=O)(=O)N1CCNCCNCC1 (1-methanesulfonyl-1,4,7-triazacyclononane). Yield: 62.5%. Reaction SMILES: C1(C)C=C[C:4]([S:7]([N:10]2[CH2:18][CH2:17][N:16](S(C)(=O)=O)[CH2:15][CH2:14][N:13](S(C3C=CC(C)=CC=3)(=O)=O)[CH2:12][CH2:11]2)(=[O:9])=[O:8])=CC=1.Br>C(O)(=O)C>[CH3:4][S:7]([N:10]1[CH2:11][CH2:12][NH:13][CH2:14][CH2:15][NH:16][CH2:17][CH2:18]1)(=[O:9])=[O:8]. Procedure: A mixture of 1,4-bis-(p-toluenesulfonyl)-7-methanesulfonyl-1,4,7-triazacyclononane (38.8 g, 0.08 mol), 800 mL of glacial acetic acid and 150 mL of 48% hydrobromic acid was refluxed for 72 hours. The reaction solution was cooled to 25 C. and most of the solvents were removed under reduced pressure. Then 50 mL of 48% hydrobromic acid was added and the solvents were again evaporated. This procedure was repeated two more times to remove acetic acid. A mixture of 100 mL of absolute ethanol and 200 mL... Solvent: C(Cl)Cl (DCM). Product: O[C@@H]1CN(CC[C@H]1C1=CC2=C(C=3N(CCO2)C=C(N3)C3=NC=NN3C(C)C)C=C1)C(C(=O)NC)(C)C (trans-racemic-2-(3-hydroxy-4-(2-(1-isopropyl-1H-1,2,4-triazol-5-yl)-5,6-dihydrobenzo[f]imidazo[1,2-d][1,4]oxazepin-9-yl)piperidin-1-yl)-N,2-dimethylpropanamide). Reagents/catalysts: CCCC[N+](CCCC)(CCCC)CCCC.[Br-] (TBAB). Reported procedure: A mixture of trans-racemic-4-[2-(2-isopropyl-2H-[1,2,4]triazol-3-yl)-4,5-dihydro-6-oxa-1,3a-diaza-benzo[e]azulen-8-yl]-piperidin-3-ol hydrochloride (199 mg, 0.46 mmol), 2-bromo-2-methyl-N-methyl propionamide (83 mg, 0.46 mmol), NaOH (2 mL, 50% aqueous solution), TBAB (16 mg, 0.05 mmol) and DCM (2.5 mL) was stirred vigorously at RT for 7.5 h. The phases were separated and the aqueous layer extracted three times with 10% methanol in DCM, the combined organic extracts washed with brine then dried (... Reactants: Cl.C(C)(C)N1N=CN=C1C1=CN2CCOC3=C(C2=N1)C=CC(=C3)[C@H]3[C@@H](CNCC3)O (trans-racemic-4-[2-(2-isopropyl-2H-[1,2,4]triazol-3-yl)-4,5-dihydro-6-oxa-1,3a-diaza-benzo[e]azulen-8-yl]-piperidin-3-ol hydrochloride), BrC(C(=O)NC)(C)C (2-bromo-2-methyl-N-methyl propionamide), [OH-].[Na+] (NaOH). As a reaction SMILES: Cl.[CH:2]([N:5]1[C:9]([C:10]2[N:19]=[C:18]3[N:12]([CH2:13][CH2:14][O:15][C:16]4[CH:23]=[C:22]([C@@H:24]5[CH2:29][CH2:28][NH:27][CH2:26][C@H:25]5[OH:30])[CH:21]=[CH:20][C:17]=43)[CH:11]=2)=[N:8][CH:7]=[N:6]1)([CH3:4])[CH3:3].Br[C:32]([CH3:38])([CH3:37])[C:33]([NH:35][CH3:36])=[O:34].[OH-].[Na+]>CCCC[N+](CCCC)(CCCC)CCCC.[Br-].C(Cl)Cl>[OH:30][C@H:25]1[C@H:24]([C:22]2[CH:21]=[CH:20][C:17]3[C:18]4[N:12]([CH:11]=[C:10]([C:9]5[N:5]([CH:2]([CH3:4])[CH3:3])[N:6]=[CH:7][N:8]=5)[N:19]=4)[CH2:13][CH2:14][O:15][C:16]=3[CH:23]=2)[CH2:29][CH2:28][N:27]([C:32]([CH3:38])([CH3:37])[C:33]([NH:35][CH3:36])=[O:34])[CH2:26]1 |f:0.1,3.4,5.6|. The yield is 37.0%. Conditions: time 7.5 hour. The reactants are CCN(CC)CCOC1CN(Cc2ccccc2)CCC1(OC)OC, CO, [H][H]. Yields the product CCN(CC)CCOC1CNCCC1(OC)OC. Reaction SMILES: [CH2:1]([CH3:2])[N:3]([CH2:4][CH2:5][O:6][CH:7]1[CH2:8][N:9]([CH2:17][c:18]2[cH:19][cH:20][cH:21][cH:22][cH:23]2)[CH2:10][CH2:11][C:12]1([O:13][CH3:14])[O:15][CH3:16])[CH2:24][CH3:25].[CH3:28][OH:29].[H:26][H:27]>>[CH2:1]([CH3:2])[N:3]([CH2:4][CH2:5][O:6][CH:7]1[CH2:8][NH:9][CH2:10][CH2:11][C:12]1([O:13][CH3:14])[O:15][CH3:16])[CH2:24][CH3:25]. Reactants: [Cl-], Cc1cc(Br)ccc1-n1c(CF)nc2ccc([N+](=O)[O-])cc2c1=O. Yields the product Cc1cc(Br)ccc1-n1c(CF)nc2ccc(N)cc2c1=O. RXN SMILES: [Cl-:25].[F:1][CH2:2][c:3]1[n:4][c:5]2[cH:6][cH:7][c:8]([N+:22]([O-:23])=[O:24])[cH:9][c:10]2[c:11](=[O:21])[n:12]1-[c:13]1[c:14]([CH3:20])[cH:15][c:16]([Br:19])[cH:17][cH:18]1>>[F:1][CH2:2][c:3]1[n:4][c:5]2[cH:6][cH:7][c:8]([NH2:22])[cH:9][c:10]2[c:11](=[O:21])[n:12]1-[c:13]1[c:14]([CH3:20])[cH:15][c:16]([Br:19])[cH:17][cH:18]1. Reactants: CCOC(=O)Cn1ccc2ccc(O)cc21, OCCc1cc(-c2ccc(OC(F)(F)F)cc2)nn1CC(F)(F)F, CC(C)(C)OC(=O)N=NC(=O)OC(C)(C)C, c1ccc(P(c2ccccc2)c2ccccc2)cc1. Product: CCOC(=O)Cn1ccc2ccc(OCCc3cc(-c4ccc(OC(F)(F)F)cc4)nn3CC(F)(F)F)cc21. RXN SMILES: [CH2:1]([CH3:2])[O:3][C:4]([CH2:5][n:6]1[cH:7][cH:8][c:9]2[cH:10][cH:11][c:12]([OH:15])[cH:13][c:14]12)=[O:16].[F:17][C:18]([CH2:19][n:20]1[n:21][c:22](-[c:28]2[cH:29][cH:30][c:31]([O:34][C:35]([F:36])([F:37])[F:38])[cH:32][cH:33]2)[cH:23][c:24]1[CH2:25][CH2:26][OH:27])([F:39])[F:40].[N:41]([C:42]([O:43][C:44]([CH3:45])([CH3:46])[CH3:47])=[O:48])=[N:49][C:50]([O:51][C:52]([CH3:53])([CH3:54])[CH3:55])=[O:56].[c:57]1([P:58]([c:59]2[cH:60][cH:61][cH:62][cH:63][cH:64]2)[c:65]2[cH:66][cH:67][cH:68][cH:69][cH:70]2)[cH:71][cH:72][cH:73][cH:74][cH:75]1>>[CH2:1]([CH3:2])[O:3][C:4]([CH2:5][n:6]1[cH:7][cH:8][c:9]2[cH:10][cH:11][c:12]([O:15][CH2:26][CH2:25][c:24]3[n:20]([CH2:19][C:18]([F:17])([F:39])[F:40])[n:21][c:22](-[c:28]4[cH:29][cH:30][c:31]([O:34][C:35]([F:36])([F:37])[F:38])[cH:32][cH:33]4)[cH:23]3)[cH:13][c:14]12)=[O:16]. Starting materials: C1CNCCN1, COc1ccc(CN2CCNCC2)c2ccn(S(=O)(=O)c3ccccc3)c12, C[Si](C)(C)C#N, CO, O=C(O)C(F)(F)F, O=C(O)C(F)(F)F. Product: COc1ccc(C(C#N)N2CCNCC2)c2ccn(S(=O)(=O)c3ccccc3)c12, O=C(O)C(F)(F)F. As a reaction SMILES: [CH2:42]1[CH2:43][NH:44][CH2:47][CH2:46][NH:45]1.[CH3:15][O:16][c:17]1[cH:18][cH:19][c:20]([CH2:35][N:36]2[CH2:37][CH2:38][NH:39][CH2:40][CH2:41]2)[c:21]2[cH:22][cH:23][n:24]([S:26](=[O:27])(=[O:28])[c:29]3[cH:30][cH:31][cH:32][cH:33][cH:34]3)[c:25]12.[CH3:48][Si:49]([C:50]#[N:51])([CH3:52])[CH3:53].[CH3:54][OH:55].[F:1][C:2]([C:3](=[O:4])[OH:5])([F:6])[F:7].[F:8][C:9]([F:10])([F:11])[C:12]([OH:13])=[O:14]>>[CH3:15][O:16][c:17]1[cH:18][cH:19][c:20]([CH:35]([N:36]2[CH2:37][CH2:38][NH:39][CH2:40][CH2:41]2)[C:43]#[N:44])[c:21]2[cH:22][cH:23][n:24]([S:26](=[O:27])(=[O:28])[c:29]3[cH:30][cH:31][cH:32][cH:33][cH:34]3)[c:25]12.[F:1][C:2]([C:3](=[O:4])[OH:5])([F:6])[F:7]. Reactants: C(C)OC1=NS(C(=C1Cl)S(=O)(=O)C)(=O)=O (3-ethoxy-4-chloro-5-methylsulfonylisothiazole-1,1-dioxide), C[Si](C)(C)N[Si](C)(C)C (hexamethyldisilizane), CO (methanol). Run in C(C)#N (acetonitrile). Yields the product C(C)OC1=NS(C(=C1N)S(=O)(=O)C)(=O)=O (3-Ethoxy-4-amino-5-methylsulfonylisothiazole-1,1-dioxide). The yield is 79.6%. RXN SMILES: [CH2:1]([O:3][C:4]1[C:8](Cl)=[C:7]([S:10]([CH3:13])(=[O:12])=[O:11])[S:6](=[O:15])(=[O:14])[N:5]=1)[CH3:2].C[Si]([NH:20][Si](C)(C)C)(C)C.CO>C(#N)C>[CH2:1]([O:3][C:4]1[C:8]([NH2:20])=[C:7]([S:10]([CH3:13])(=[O:12])=[O:11])[S:6](=[O:15])(=[O:14])[N:5]=1)[CH3:2]. Reported procedure: To a solution of 3-ethoxy-4-chloro-5-methylsulfonylisothiazole-1,1-dioxide (1.1 g, 4.0 mmol) in acetonitrile (15 ml) under a nitrogen atmosphere was added hexamethyldisilizane (0.85 ml, 4.0 mmol). After an immediate exothermic reaction, the solution was heated at gentle reflux for 1 hour. Upon cooling to room temperature, methanol (1.0 ml) was added and any solid removed by filtration. The organic solution was evaporated and the solid residue triturated with ethyl acetate/methanol to give crysta...